Dataset: the Open Reaction Database (ORD), a public repository of structured organic reaction records. Task: describe an organic reaction: reactants, conditions, products, and yield Reaction conditions: temperature 60 celsius. RXN SMILES: Cl[C:2]1[CH:3]=[C:4]([CH:9]=[CH:10][N:11]=1)[C:5]([O:7][CH3:8])=[O:6].[Br-].[CH2:13]([Zn+])[C:14]1[CH:19]=[CH:18][CH:17]=[CH:16][CH:15]=1>C1COCC1.C1C=CC([P]([Pd]([P](C2C=CC=CC=2)(C2C=CC=CC=2)C2C=CC=CC=2)([P](C2C=CC=CC=2)(C2C=CC=CC=2)C2C=CC=CC=2)[P](C2C=CC=CC=2)(C2C=CC=CC=2)C2C=CC=CC=2)(C2C=CC=CC=2)C2C=CC=CC=2)=CC=1>[CH2:13]([C:2]1[CH:3]=[C:4]([CH:9]=[CH:10][N:11]=1)[C:5]([O:7][CH3:8])=[O:6])[C:14]1[CH:19]=[CH:18][CH:17]=[CH:16][CH:15]=1 |f:1.2,^1:29,31,50,69|. The product is C(C1=CC=CC=C1)C=1C=C(C(=O)OC)C=CN1 (methyl 2-benzylisonicotinate). The solvent is C1CCOC1 (THF). The reactants are ClC=1C=C(C(=O)OC)C=CN1 (Methyl 2-chloroisonicotinate), [Br-].C(C1=CC=CC=C1)[Zn+] (benzylzinc(II) bromide). Procedure details: Methyl 2-chloroisonicotinate (4.29 g, 25 mmol) and Pd(PPh3)4 (1.156 g, 1.00 mmol) were dissolved in THF (60 mL) to give a yellow solution. Then benzylzinc(II) bromide (0.5 M in THF) (75 mL, 37.50 mmol) was added. The resulting brown mixture was warmed to 60° C. in an oil-bath for 18 h. The reaction mixture was quenched by addition of methanol, then diluted with ethyl acetate and washed with satd NH4Cl and water. The combined organic layers were dried over MgSO4 and evaporated. The residue was pu... The reagents and catalysts are C=1C=CC(=CC1)[P](C=2C=CC=CC2)(C=3C=CC=CC3)[Pd]([P](C=4C=CC=CC4)(C=5C=CC=CC5)C=6C=CC=CC6)([P](C=7C=CC=CC7)(C=8C=CC=CC8)C=9C=CC=CC9)[P](C=1C=CC=CC1)(C=1C=CC=CC1)C=1C=CC=CC1 (Pd(PPh3)4). Reactants: COC(=O)c1ccccc1NCc1ccc(=O)[nH]c1, CCO, CN(C)C=O, Cl, [Na+], [OH-]. Yields the product O=C(O)c1ccccc1NCc1ccc(=O)[nH]c1. Reaction SMILES: [CH3:1][O:2][C:3]([c:4]1[c:5]([NH:10][CH2:11][c:12]2[cH:13][nH:14][c:15](=[O:18])[cH:16][cH:17]2)[cH:6][cH:7][cH:8][cH:9]1)=[O:19].[CH3:23][CH2:24][OH:25].[CH3:26][N:27]([CH3:28])[CH:29]=[O:30].[ClH:22].[Na+:21].[OH-:20]>>[O:2]=[C:3]([c:4]1[c:5]([NH:10][CH2:11][c:12]2[cH:13][nH:14][c:15](=[O:18])[cH:16][cH:17]2)[cH:6][cH:7][cH:8][cH:9]1)[OH:19]. Reactants: COC1(CCC2(C(NC(N2)=O)=O)CC1)C (8-Methoxy-8-methyl-1,3-diazaspiro[4.5]decane-2,4-dione), [OH-].[K+] (potassium hydroxide), Cl (hydrogen chloride). Product: Cl.NC1(CCC(CC1)(C)OC)C(=O)O (1-Amino-4-methoxy-4-methylcyclohexanecarboxylic acid hydrochloride). Reaction SMILES: [CH3:1][O:2][C:3]1([CH3:15])[CH2:14][CH2:13][C:6]2([NH:10]C(=O)N[C:7]2=[O:12])[CH2:5][CH2:4]1.[OH-:16].[K+].[ClH:18]>>[ClH:18].[NH2:10][C:6]1([C:7]([OH:12])=[O:16])[CH2:5][CH2:4][C:3]([O:2][CH3:1])([CH3:15])[CH2:14][CH2:13]1 |f:1.2,4.5|. Reported procedure: 169.5 g of the compound from Example 13A in 970 ml of 30% strength aqueous potassium hydroxide solution were heated under reflux for 20 hours. After cooling, the reaction mixture was adjusted to pH 2 by addition of 670 ml of concentrated aqueous hydrogen chloride solution, the precipitate was filtered off with suction and the filtrate was concentrated. This gave 110.7 g of a crude product as a mixture of diastereomers which still contains salts and was reacted without further purification. Starting materials: CC(C)OC(=NC#N)c1cccnc1, NCc1cccc(OCc2ccccc2)c1, CCOCC, CO, CO. Yields the product N#CNC(=NCc1cccc(OCc2ccccc2)c1)c1cccnc1. Reaction SMILES: [C:1](#[N:2])[N:3]=[C:4]([O:5][CH:6]([CH3:7])[CH3:8])[c:9]1[cH:10][n:11][cH:12][cH:13][cH:14]1.[CH2:15]([c:16]1[cH:17][cH:18][cH:19][cH:20][cH:21]1)[O:22][c:23]1[cH:24][c:25]([CH2:26][NH2:27])[cH:28][cH:29][cH:30]1.[CH2:31]([O:32][CH2:33][CH3:34])[CH3:35].[CH3:36][OH:37].[CH3:38][OH:39]>>[C:1](#[N:2])[NH:3][C:4]([c:9]1[cH:10][n:11][cH:12][cH:13][cH:14]1)=[N:27][CH2:26][c:25]1[cH:24][c:23]([O:22][CH2:15][c:16]2[cH:17][cH:18][cH:19][cH:20][cH:21]2)[cH:30][cH:29][cH:28]1. Reactants: CO, O=C[O-], [NH4+], CC(C)(C)OC(=O)N1CCOC(c2ccc(N=C(c3ccccc3)c3ccccc3)cc2)C1. Yields the product CC(C)(C)OC(=O)N1CCOC(c2ccc(N)cc2)C1. RXN SMILES: [CH3:38][OH:39].[CH:34]([O-:35])=[O:36].[NH4+:37].[c:1]1([C:2]([c:3]2[cH:4][cH:5][cH:6][cH:7][cH:8]2)=[N:14][c:15]2[cH:16][cH:17][c:18]([CH:21]3[O:22][CH2:23][CH2:24][N:25]([C:27](=[O:28])[O:29][C:30]([CH3:31])([CH3:32])[CH3:33])[CH2:26]3)[cH:19][cH:20]2)[cH:9][cH:10][cH:11][cH:12][cH:13]1>>[NH2:14][c:15]1[cH:16][cH:17][c:18]([CH:21]2[O:22][CH2:23][CH2:24][N:25]([C:27](=[O:28])[O:29][C:30]([CH3:31])([CH3:32])[CH3:33])[CH2:26]2)[cH:19][cH:20]1. Reactants: ClC1=C2C(=NC=C1)C=CS2 (7-chlorothieno[3,2-b]pyridine), C(CCC)[Li] (n-butyllithium), IC (iodomethane). Run in C1CCOC1 (THF), C1CCOC1 (THF). Conditions: temperature -78 celsius, time 1 hour. The product is ClC1=C2C(=NC=C1)C=C(S2)C (7-chloro-2-methylthieno[3,2-b]pyridine). RXN SMILES: [CH2:1]([Li])CCC.[Cl:6][C:7]1[CH:12]=[CH:11][N:10]=[C:9]2[CH:13]=[CH:14][S:15][C:8]=12.IC>C1COCC1>[Cl:6][C:7]1[CH:12]=[CH:11][N:10]=[C:9]2[CH:13]=[C:14]([CH3:1])[S:15][C:8]=12. Procedure details: A solution of n-butyllithium (0.71 ml, 1.77 mmol) in THF (20.0 mL) was cooled to −78° C. and 7-chlorothieno[3,2-b]pyridine (200 mg, 1.18 mmol) was added dropwise. The mixture stirred at −78° C. for 1 h to afford a yellow suspension. A solution of iodomethane (0.22 ml, 3.54 mmol) in THF (1.0 mL) was added dropwise via syringe, and the mixture stirred at −78° C. for 3 h.; LCMS showed completion of the reaction. The reaction was quenched with water and warmed to RT. The layers were separated, and t... The reactants are COc1cc(N2CCc3nc(-c4ccc(Cl)cc4)sc3C2=O)ccc1OC1CN(C(=O)OC(C)(C)C)C1, ClCCl, [Na+], [OH-], O=C(O)C(F)(F)F. The product is COc1cc(N2CCc3nc(-c4ccc(Cl)cc4)sc3C2=O)ccc1OC1CNC1. Reaction SMILES: [C:1]([O:2][C:3](=[O:4])[N:8]1[CH2:9][CH:10]([O:12][c:13]2[c:14]([O:36][CH3:37])[cH:15][c:16]([N:19]3[C:20](=[O:35])[c:21]4[c:22]([n:25][c:26](-[c:28]5[cH:29][cH:30][c:31]([Cl:34])[cH:32][cH:33]5)[s:27]4)[CH2:23][CH2:24]3)[cH:17][cH:18]2)[CH2:11]1)([CH3:5])([CH3:6])[CH3:7].[Cl:47][CH2:48][Cl:49].[Na+:46].[OH-:45].[OH:38][C:39]([C:40]([F:41])([F:42])[F:43])=[O:44]>>[NH:8]1[CH2:9][CH:10]([O:12][c:13]2[c:14]([O:36][CH3:37])[cH:15][c:16]([N:19]3[C:20](=[O:35])[c:21]4[c:22]([n:25][c:26](-[c:28]5[cH:29][cH:30][c:31]([Cl:34])[cH:32][cH:33]5)[s:27]4)[CH2:23][CH2:24]3)[cH:17][cH:18]2)[CH2:11]1.